Dataset: the Open Reaction Database (ORD), a public repository of structured organic reaction records. Task: describe an organic reaction: reactants, conditions, products, and yield Reactants: CCOC(C)=O, CCCCCC, NCCC1CCCCC1, CC(Cl)Cl, Cc1ccc(S(=O)(=O)Cl)cc1. Yields the product Cc1ccc(S(=O)(=O)NCCC2CCCCC2)cc1. Reaction SMILES: [CH3:25][CH2:26][O:27][C:28]([CH3:29])=[O:30].[CH3:31][CH2:32][CH2:33][CH2:34][CH2:35][CH3:36].[CH:12]1([CH2:18][CH2:19][NH2:20])[CH2:13][CH2:14][CH2:15][CH2:16][CH2:17]1.[Cl:21][CH:22]([Cl:23])[CH3:24].[c:1]1([CH3:11])[cH:2][cH:3][c:4]([S:7](=[O:8])(=[O:9])[Cl:10])[cH:5][cH:6]1>>[c:1]1([CH3:11])[cH:2][cH:3][c:4]([S:7](=[O:8])(=[O:9])[NH:20][CH2:19][CH2:18][CH:12]2[CH2:13][CH2:14][CH2:15][CH2:16][CH2:17]2)[cH:5][cH:6]1. Reactants: BrCC(=O)C1=CC2=CC=CC=C2C=C1 (2-bromo-1-(naphthalen-2-yl)ethanone), NC1=NC=C(C=C1)Br (2-amino-5-bromopyridine), C(O)([O-])=O.[Na+] (sodium hydrogen carbonate). Product: BrC=1C=CC=2N(C1)C=C(N2)C2=CC1=CC=CC=C1C=C2 (6-bromo-2-(naphthalen-2-yl)imidazo[1,2-a]pyridine). Yield: 127.9%. Reaction SMILES: Br[CH2:2][C:3]([C:5]1[CH:14]=[CH:13][C:12]2[C:7](=[CH:8][CH:9]=[CH:10][CH:11]=2)[CH:6]=1)=O.[NH2:15][C:16]1[CH:21]=[CH:20][C:19]([Br:22])=[CH:18][N:17]=1.C(=O)([O-])O.[Na+]>>[Br:22][C:19]1[CH:20]=[CH:21][C:16]2[N:17]([CH:2]=[C:3]([C:5]3[CH:14]=[CH:13][C:12]4[C:7](=[CH:8][CH:9]=[CH:10][CH:11]=4)[CH:6]=3)[N:15]=2)[CH:18]=1 |f:2.3|. Procedure details: By carrying out the process as in Example 1, and starting from 0.5 g of 2-bromo-1-(naphthalen-2-yl)ethanone, 0.72 g of 2-amino-5-bromopyridine and 0.29 g of sodium hydrogen carbonate, 0.83 g of 6-bromo-2-(naphthalen-2-yl)imidazo[1,2-a]pyridine is obtained. Mp=226-228° C. Starting materials: Cl.C1(CCCC1)N1N=C2C(CNCC2)=C1 (2-cyclopentyl-2,4,6,7-tetrahydro-5H-pyrazolo[4,3-c]pyridine hydrochloride), ClCC(=O)N1CCN(CC1)C1CCC1 (1-(chloroacetyl)-4-cyclobutylpiperazine), C(=O)([O-])[O-].[K+].[K+] (K2CO3). Run in CC#N (CH3CN). Conditions: time 8 hour. Yields the product C1(CCC1)N1CCN(CC1)C(CN1CC=2C(CC1)=NN(C2)C2CCCC2)=O (5-[(4-cyclobutylpiperazin-1-yl)-2-oxoethyl]-2-cyclopentyl-4,5,6,7-tetrahydro-2H-pyrazolo[4,3-c]pyridine). Reaction SMILES: Cl.[CH:2]1([N:7]2[CH:15]=[C:10]3[CH2:11][NH:12][CH2:13][CH2:14][C:9]3=[N:8]2)[CH2:6][CH2:5][CH2:4][CH2:3]1.Cl[CH2:17][C:18]([N:20]1[CH2:25][CH2:24][N:23]([CH:26]2[CH2:29][CH2:28][CH2:27]2)[CH2:22][CH2:21]1)=[O:19].C([O-])([O-])=O.[K+].[K+]>CC#N>[CH:26]1([N:23]2[CH2:24][CH2:25][N:20]([C:18](=[O:19])[CH2:17][N:12]3[CH2:13][CH2:14][C:9]4=[N:8][N:7]([CH:2]5[CH2:6][CH2:5][CH2:4][CH2:3]5)[CH:15]=[C:10]4[CH2:11]3)[CH2:21][CH2:22]2)[CH2:29][CH2:28][CH2:27]1 |f:0.1,3.4.5|. Reported procedure: A mixture of 2-cyclopentyl-2,4,6,7-tetrahydro-5H-pyrazolo[4,3-c]pyridine hydrochloride (143 mg, 0.63 mmol), 1-(chloroacetyl)-4-cyclobutylpiperazine (136 mg, 0.63 mmol), K2CO3 (348 mg, 2.52 mmol) and KI (10 mg, 0.06 mmol) in CH3CN (10 ml) is stirred at rt overnight. The solvent is removed in vacuo and the residue is partitioned between water (10 mL) and EtOAc (10 mL). The layers are separated and the aqueous layer is extracted with EtOAc (3×10 mL) and the combined extracts are washed with brine (... Reactants: C(#N)C1=CC(=C(C=C1)C=1C=NN(C1O)C1=NC=C(C(=O)O)C=C1)C (6-(4-(4-cyano-2-methylphenyl)-5-hydroxy-1H-pyrazol-1-yl)nicotinic acid), CN (methanamine). Yields the product C(#N)C1=CC(=C(C=C1)C=1C=NN(C1O)C1=NC=C(C(=O)NC)C=C1)C (6-(4-(4-cyano-2-methylphenyl)-5-hydroxy-1H-pyrazol-1-yl)-N-methylnicotinamide). As a reaction SMILES: [C:1]([C:3]1[CH:8]=[CH:7][C:6]([C:9]2[CH:10]=[N:11][N:12]([C:15]3[CH:23]=[CH:22][C:18]([C:19](O)=[O:20])=[CH:17][N:16]=3)[C:13]=2[OH:14])=[C:5]([CH3:24])[CH:4]=1)#[N:2].[CH3:25][NH2:26]>>[C:1]([C:3]1[CH:8]=[CH:7][C:6]([C:9]2[CH:10]=[N:11][N:12]([C:15]3[CH:23]=[CH:22][C:18]([C:19]([NH:26][CH3:25])=[O:20])=[CH:17][N:16]=3)[C:13]=2[OH:14])=[C:5]([CH3:24])[CH:4]=1)#[N:2]. Reported procedure: The title compound was prepared in a manner similar to Example 74 using 6-(4-(4-cyano-2-methylphenyl)-5-hydroxy-1H-pyrazol-1-yl)nicotinic acid and methanamine. 1H NMR (400 MHz, DMSO-d6) δ ppm 2.36 (s, 3H) 2.76 (d, J=4.55 Hz, 3H) 7.59 (dd, J=7.96, 1.39 Hz, 1H) 7.66 (s, 1H) 7.71 (d, J=7.83 Hz, 1H) 8.11 (br. s., 1H) 8.33 (d, J=6.32 Hz, 2H) 8.61 (d, J=4.55 Hz, 1H) 8.79-8.89 (m, 1H) 12.66-13.53 (m, 1H). MS m/z [M+H]+334.1. As a reaction SMILES: C1(S([CH:10]([C:61]2[C:66]([CH3:68])([CH3:67])[CH2:65][CH2:64][CH2:63][C:62]=2[CH3:69])[CH:11](O)[C:12]([CH3:59])=[CH:13][CH2:14][CH2:15][C:16]([CH3:58])=[CH:17][CH:18](S(C2C=CC=CC=2)(=O)=O)[CH2:19][CH:20]=[C:21]([CH3:48])[CH2:22][CH2:23][CH:24]=[C:25]([CH3:47])[CH:26](O)[CH:27](S(C2C=CC=CC=2)(=O)=O)[C:28]2[C:33]([CH3:35])([CH3:34])[CH2:32][CH2:31][CH2:30][C:29]=2[CH3:36])(=O)=O)C=CC=CC=1.N1C=CC=CC=1.P(Br)(Br)Br>C(Cl)Cl>[CH3:69][C:62]1[CH2:63][CH2:64][CH2:65][C:66]([CH3:67])([CH3:68])[C:61]=1/[CH:10]=[CH:11]/[C:12](/[CH3:59])=[CH:13]/[CH:14]=[CH:15]/[C:16](/[CH3:58])=[CH:17]/[CH:18]=[CH:19]/[CH:20]=[C:21](\[CH3:48])/[CH:22]=[CH:23]/[CH:24]=[C:25](\[CH3:47])/[CH:26]=[CH:27]/[C:28]1[C:33]([CH3:35])([CH3:34])[CH2:32][CH2:31][CH2:30][C:29]=1[CH3:36]. Procedure details: To a stirred solution of the C40 diol compound (O) (0.13 g, 0.15 mmol) in CH2Cl2 (5 mL) at 0° C. were added pyridine (0.054 mL, 0.60 mmol) and PBr3 (0.011 mL, 0.12 mmol). The mixture was stirred at 0° C. for 40 min, diluted with CH2Cl2 (20 mL), washed with 1 M HCl solution (10 mL×3), dried over anhydrous MgSO4, filtered, and concentrated under reduced pressure to give the di-bromination product (P-1) (0.17 g, 0.15 mmol) in 100% crude yield. This compound was not purified and directly utilized in... Run in C(Cl)Cl (CH2Cl2), C(Cl)Cl (CH2Cl2). Conditions: temperature 0 celsius, time 40 minute. Reactants: C1(=CC=CC=C1)S(=O)(=O)C(C(C(=CCCC(=CC(CC=C(CCC=C(C(C(C1=C(CCCC1(C)C)C)S(=O)(=O)C1=CC=CC=C1)O)C)C)S(=O)(=O)C1=CC=CC=C1)C)C)O)C1=C(CCCC1(C)C)C (1,9,18-Tris(benzenesulfonyl)-3,7,12,16-tetramethyl-1,18-bis(2,6,6-trimethyl-1-cycl ohexen-1-yl)-3,7,11,15-octadecatetraene-2,17-diol), N1=CC=CC=C1 (pyridine), P(Br)(Br)Br (PBr3). The product is CC1=C(C(CCC1)(C)C)/C=C/C(=C/C=C/C(=C/C=C/C=C(/C=C/C=C(/C=C/C2=C(CCCC2(C)C)C)\C)\C)/C)/C (β-carotene).